Task: describe an organic reaction: reactants, conditions, products, and yield. Dataset: the Open Reaction Database (ORD), a public repository of structured organic reaction records The reactants are BrC(C)C=1C=CC(=NC1)C(F)(F)F (5-(1-bromoethyl)-2-trifluoromethylpyridine), C[S-].[Na+] (Sodium methyl mercaptide). The solvent is C(C)O (ethanol). Reaction conditions: time 8 hour. Yields the product CSC(C)C=1C=CC(=NC1)C(F)(F)F (5-(1-Methylthioethyl)-2-trifluoromethylpyridine). Reaction SMILES: Br[CH:2]([C:4]1[CH:5]=[CH:6][C:7]([C:10]([F:13])([F:12])[F:11])=[N:8][CH:9]=1)[CH3:3].[CH3:14][S-:15].[Na+]>C(O)C>[CH3:14][S:15][CH:2]([C:4]1[CH:5]=[CH:6][C:7]([C:10]([F:13])([F:12])[F:11])=[N:8][CH:9]=1)[CH3:3] |f:1.2|. Procedure details: A solution of 5-(1-bromoethyl)-2-trifluoromethylpyridine (1.02 g, 4.0 mmol) in ethanol (30 mL) was cooled to 0° C. under an atmosphere of nitrogen. Sodium methyl mercaptide (364 mg, 5.2 mmol) was added batchwise. Once added, the ice bath was removed and the reaction stirred at room temperature under nitrogen overnight. TLC (9:1, hexane:EtOAc) showed complete reaction. The turbid solution was quenched with water and extracted with ether. The organic layer was then washed with brine and dried (MgS... Reactants: Cl (hydrochloric acid), ice, C(C)ON=C(C(=O)NC1[C@@H]2N(C(=C(CS2)C=CSC2=NC=C(C=C2)[N+](=O)[O-])C(=O)O)C1=O)C1=NSC(=N1)N (7-[2-ethoxyimino-2-(5-amino-1,2,4-thiadiazol-3-yl)acetamido]-3-[2-(5-nitro-2-pyridyl)thiovinyl]-3-cephem-4-carboxylic acid), S(=O)([O-])S(=O)[O-].[Na+].[Na+] (sodium hydrosulfite). The solvent is C([O-])(O)=O.[Na+] (sodium bicarbonate). The product is C(C)ON=C(C(=O)NC1[C@@H]2N(C(=C(CS2)C=CSC2=NC=C(C=C2)N)C(=O)O)C1=O)C1=NSC(=N1)N (7-[2-ethoxyimino-2-(5-amino-1,2,4-thiadiazol-3-yl)acetamido]-3-[2-(5-amino-2-pyridyl)thiovinyl)-3-cephem-4-carboxylic acid). Isolated yield 82.0%. RXN SMILES: [CH2:1]([O:3][N:4]=[C:5]([C:33]1[N:37]=[C:36]([NH2:38])[S:35][N:34]=1)[C:6]([NH:8][CH:9]1[C:31](=[O:32])[N:11]2[C:12]([C:28]([OH:30])=[O:29])=[C:13]([CH:16]=[CH:17][S:18][C:19]3[CH:24]=[CH:23][C:22]([N+:25]([O-])=O)=[CH:21][N:20]=3)[CH2:14][S:15][C@H:10]12)=[O:7])[CH3:2].S(S([O-])=O)([O-])=O.[Na+].[Na+].Cl>C(=O)(O)[O-].[Na+]>[CH2:1]([O:3][N:4]=[C:5]([C:33]1[N:37]=[C:36]([NH2:38])[S:35][N:34]=1)[C:6]([NH:8][CH:9]1[C:31](=[O:32])[N:11]2[C:12]([C:28]([OH:30])=[O:29])=[C:13]([CH:16]=[CH:17][S:18][C:19]3[CH:24]=[CH:23][C:22]([NH2:25])=[CH:21][N:20]=3)[CH2:14][S:15][C@H:10]12)=[O:7])[CH3:2] |f:1.2.3,5.6|. Reported procedure: To an ice-cooled solution of 7-[2-ethoxyimino-2-(5-amino-1,2,4-thiadiazol-3-yl)acetamido]-3-[2-(5-nitro-2-pyridyl)thiovinyl]-3-cephem-4-carboxylic acid (syn isomer) (trans isomer) (1.35 g) in an aqueous solution of sodium bicarbonate (30 ml) was added sodium hydrosulfite (4.05 g) under stirring. The mixture was stirred for 30 minutes at room temperature and cooled in an ice-bath and acidified to pH 3.5 with 10% hydrochloric acid. The precipitate was collected, washed and dried to give 1.05 g of ... Reactants: C(C)(C)NC(C)C.[Li] (lithium diisopropylamine), N1=C(C=CC=C1)CC1CCC(N1)=O (5-(pyridin-2-ylmethyl)pyrrolidin-2-one), C(C)(=O)O (acetic acid), C(CC)Br (1-propyl bromide). Run in C1CCOC1 (THF). Conditions: temperature -78 celsius, time 1.5 hour. Yields the product C(CC)C1C(NC(C1)CC1=NC=CC=C1)=O (3-propyl-5-(pyridin-2-ylmethyl)pyrrolidin-2-one). As a reaction SMILES: [CH:1](NC(C)C)([CH3:3])[CH3:2].[Li].[N:9]1[CH:14]=[CH:13][CH:12]=[CH:11][C:10]=1[CH2:15][CH:16]1[NH:20][C:19](=[O:21])[CH2:18][CH2:17]1.C(Br)CC.C(O)(=O)C>C1COCC1>[CH2:2]([CH:18]1[CH2:17][CH:16]([CH2:15][C:10]2[CH:11]=[CH:12][CH:13]=[CH:14][N:9]=2)[NH:20][C:19]1=[O:21])[CH2:1][CH3:3] |f:0.1,^1:7|. Procedure details: To a 2 M lithium diisopropylamine solution in THF of −78° C. is added 5-(pyridin-2-ylmethyl)pyrrolidin-2-one, and the mixture is stirred for 1.5 hours at −78° C. Then 1-propyl bromide is added and the reaction is stirred for another 1.5 hours at −78° C. The reaction mixture is allowed to warm up to 0° C. before ice-cold water with acetic acid is added and subsequently extracted 3 times with dichloromethane. The dichloromethane is concentrated in vacuo and the residue is dissolved in dichlorometh...